describe an organic reaction: reactants, conditions, products, and yield From a dataset of the Open Reaction Database (ORD), a public repository of structured organic reaction records. Starting materials: C(C)(C)(C)OC(NC(C(=O)N1C2C(CC1)N(CC2C(NC2CCCC1=CC=CC=C21)=O)C(=O)C2CC2)C2CCCCC2)=O ({1-Cyclohexyl-2-[4-cyclopropanecarbonyl-6-(1,2,3,4-tetrahydro-naphthalen-1-ylcarbamoyl)-hexahydro-pyrrolo[3,2-b]pyrrol-1-yl]-2-oxo-ethyl}-carbamic acid tert-butyl ester), C(=O)(C(F)(F)F)O (TFA). Run in C(Cl)Cl (DCM). Conditions: time 2 hour. Product: C1(CCCC2=CC=CC=C12)NC(=O)C1C2C(N(C1)C(=O)C1CC1)CCN2C(C(C2CCCCC2)N)=O (4-(2-Amino-2-cyclohexyl-acetyl)-1-cyclopropanecarbonyl-octahydro-pyrrolo[3,2-b]pyrrole-3-carboxylic acid (1,2,3,4-tetrahydro-naphthalen-1-yl)-amide). The yield is 93.6%. RXN SMILES: C(OC(=O)[NH:7][CH:8]([CH:37]1[CH2:42][CH2:41][CH2:40][CH2:39][CH2:38]1)[C:9]([N:11]1[CH2:15][CH2:14][CH:13]2[N:16]([C:32]([CH:34]3[CH2:36][CH2:35]3)=[O:33])[CH2:17][CH:18]([C:19](=[O:31])[NH:20][CH:21]3[C:30]4[C:25](=[CH:26][CH:27]=[CH:28][CH:29]=4)[CH2:24][CH2:23][CH2:22]3)[CH:12]12)=[O:10])(C)(C)C.C(O)(C(F)(F)F)=O>C(Cl)Cl>[CH:21]1([NH:20][C:19]([CH:18]2[CH2:17][N:16]([C:32]([CH:34]3[CH2:35][CH2:36]3)=[O:33])[CH:13]3[CH2:14][CH2:15][N:11]([C:9](=[O:10])[CH:8]([NH2:7])[CH:37]4[CH2:42][CH2:41][CH2:40][CH2:39][CH2:38]4)[CH:12]23)=[O:31])[C:30]2[C:25](=[CH:26][CH:27]=[CH:28][CH:29]=2)[CH2:24][CH2:23][CH2:22]1. Reported procedure: A solution of 46 (430 mg, 0.72 mmol) in DCM (10 mL) was cooled to 0° C. and treated with TFA (4 mL).). After 2 h, the solution was concentrated, diluted with DCM and washed successively with saturated aqueous NaHCO3, and brine, dried over anhydrous Na2SO4, filtered and concentrated to afford 47 (332 mg) as a white foam that was used without further purification. Mass spectrum, m/z [493.7] (M+H)+.